From a dataset of the Open Reaction Database (ORD), a public repository of structured organic reaction records. describe an organic reaction: reactants, conditions, products, and yield Reactants: [Li]CCCC, CC1(C)CCCC(C)(C)N1, O=C(O)c1cccc(Cl)c1Cl, CI, C1CCOC1. Yields the product Cc1ccc(C(=O)O)c(Cl)c1Cl. As a reaction SMILES: [CH2:1]([Li:2])[CH2:3][CH2:4][CH3:5].[CH3:6][C:7]1([CH3:8])[CH2:9][CH2:10][CH2:11][C:12]([CH3:13])([CH3:14])[NH:15]1.[Cl:16][c:17]1[c:18]([C:19](=[O:20])[OH:21])[cH:22][cH:23][cH:24][c:25]1[Cl:26].[I:27][CH3:28].[O:29]1[CH2:30][CH2:31][CH2:32][CH2:33]1>>[CH3:1][c:24]1[cH:23][cH:22][c:18]([C:19](=[O:20])[OH:21])[c:17]([Cl:16])[c:25]1[Cl:26]. The reactants are COC(=O)C1=C(N(C2=CC=C(C=C12)O)C1=CC=C(C=C1)OC(C)C)C1=CC=C(C=C1)C(=O)OC (5-Hydroxy-1-(4-isopropoxyphenyl)-2-(4-methoxycarbonylphenyl)indole-3-carboxylic acid methyl ester), ClC1=CC=C(C=C1)B(O)O (4-chlorophenylboronic acid). The product is COC(=O)C1=C(N(C2=CC=C(C=C12)OC1=CC=C(C=C1)Cl)C1=CC=C(C=C1)OC(C)C)C1=CC=C(C=C1)C(=O)OC (5-(4-Chlorophenoxy)-1-(4-isopropoxyphenyl)-2-(4-methoxycarbonylphenyl)indole-3-carboxylic acid methyl ester). As a reaction SMILES: [CH3:1][O:2][C:3]([C:5]1[C:13]2[C:8](=[CH:9][CH:10]=[C:11]([OH:14])[CH:12]=2)[N:7]([C:15]2[CH:20]=[CH:19][C:18]([O:21][CH:22]([CH3:24])[CH3:23])=[CH:17][CH:16]=2)[C:6]=1[C:25]1[CH:30]=[CH:29][C:28]([C:31]([O:33][CH3:34])=[O:32])=[CH:27][CH:26]=1)=[O:4].[Cl:35][C:36]1[CH:41]=[CH:40][C:39](B(O)O)=[CH:38][CH:37]=1>>[CH3:1][O:2][C:3]([C:5]1[C:13]2[C:8](=[CH:9][CH:10]=[C:11]([O:14][C:39]3[CH:40]=[CH:41][C:36]([Cl:35])=[CH:37][CH:38]=3)[CH:12]=2)[N:7]([C:15]2[CH:16]=[CH:17][C:18]([O:21][CH:22]([CH3:24])[CH3:23])=[CH:19][CH:20]=2)[C:6]=1[C:25]1[CH:26]=[CH:27][C:28]([C:31]([O:33][CH3:34])=[O:32])=[CH:29][CH:30]=1)=[O:4]. Procedure: The sub-title compound was prepared in accordance with step (c) Example 1 from 5-hydroxy-1-(4-isopropoxyphenyl)-2-(4-methoxycarbonylphenyl)indole-3-carboxylic acid methyl ester (150 mg, 0.32 mmol, see step (b) Example 43) and 4-chlorophenylboronic acid (100 mg, 0.64 mmol). Yield 97 mg (54%). Reported procedure: To 5-bromoisoquinoline (1 g, 4.81 mmol), 4-(pyrrolidin-1-yl)piperidine (1.112 g, 7.21 mmol), and sodium tert-butoxide (0.647 g, 6.73 mmol), was added toluene (10 mL) and the mixture was degassed with argon. BINAP (0.090 g, 0.144 mmol) and Pd2(dba)3 (0.044 g, 0.048 mmol) were added and the reaction was heated to 130° C. in a microwave for 20 min. Purification by normal phase chromatography afforded 0.84 g (62.7%) of 80A as a tan solid. MS (ESI) m/z: 282.1 (M+H)+. The solvent is C1(=CC=CC=C1)C (toluene). The reagents and catalysts are C=1C=CC(=CC1)/C=C/C(=O)/C=C/C2=CC=CC=C2.C=1C=CC(=CC1)/C=C/C(=O)/C=C/C2=CC=CC=C2.C=1C=CC(=CC1)/C=C/C(=O)/C=C/C2=CC=CC=C2.[Pd].[Pd] (Pd2(dba)3), C=1C=CC(=CC1)P(C=2C=CC=CC2)C3=CC=C4C=CC=CC4=C3C5=C6C=CC=CC6=CC=C5P(C=7C=CC=CC7)C=8C=CC=CC8 (BINAP). Yield: 62.1%. Reaction SMILES: Br[C:2]1[CH:11]=[CH:10][CH:9]=[C:8]2[C:3]=1[CH:4]=[CH:5][N:6]=[CH:7]2.[N:12]1([CH:17]2[CH2:22][CH2:21][NH:20][CH2:19][CH2:18]2)[CH2:16][CH2:15][CH2:14][CH2:13]1.CC(C)([O-])C.[Na+]>C1C=CC(/C=C/C(/C=C/C2C=CC=CC=2)=O)=CC=1.C1C=CC(/C=C/C(/C=C/C2C=CC=CC=2)=O)=CC=1.C1C=CC(/C=C/C(/C=C/C2C=CC=CC=2)=O)=CC=1.[Pd].[Pd].C1C=CC(P(C2C(C3C(P(C4C=CC=CC=4)C4C=CC=CC=4)=CC=C4C=3C=CC=C4)=C3C(C=CC=C3)=CC=2)C2C=CC=CC=2)=CC=1.C1(C)C=CC=CC=1>[N:12]1([CH:17]2[CH2:22][CH2:21][N:20]([C:2]3[CH:11]=[CH:10][CH:9]=[C:8]4[C:3]=3[CH:4]=[CH:5][N:6]=[CH:7]4)[CH2:19][CH2:18]2)[CH2:16][CH2:15][CH2:14][CH2:13]1 |f:2.3,4.5.6.7.8|. Starting materials: BrC1=C2C=CN=CC2=CC=C1 (5-bromoisoquinoline), N1(CCCC1)C1CCNCC1 (4-(pyrrolidin-1-yl)piperidine), CC(C)([O-])C.[Na+] (sodium tert-butoxide). Conditions: temperature 130 celsius. Product: N1(CCCC1)C1CCN(CC1)C1=C2C=CN=CC2=CC=C1 (5-(4-(Pyrrolidin-1-yl)piperidin-1-yl)isoquinoline). The reactants are Cc1ccc(Br)c(C=O)c1, COC(OC)OC, CO, O, Cc1ccc(S(=O)(=O)O)cc1. Yields the product COC(OC)c1cc(C)ccc1Br. Reaction SMILES: [Br:1][c:2]1[c:3]([CH:4]=[O:5])[cH:6][c:7]([CH3:10])[cH:8][cH:9]1.[CH3:23][O:24][CH:25]([O:26][CH3:27])[O:28][CH3:29].[CH3:30][OH:31].[OH2:11].[c:12]1([CH3:13])[cH:14][cH:15][c:16]([S:17]([OH:18])(=[O:19])=[O:20])[cH:21][cH:22]1>>[Br:1][c:2]1[c:3]([CH:25]([O:24][CH3:23])[O:26][CH3:27])[cH:6][c:7]([CH3:10])[cH:8][cH:9]1. Starting materials: N1C=C(C2=CC=CC=C12)CC(C(=O)O)=O (indole-3-pyruvic acid), OC(CC(C(=O)O)=O)(C(=O)O)CC1=CNC2=CC=CC=C12 (4-hydroxy-4-(3-indolylmethyl)-2-ketoglutaric acid), [OH-].[Na+] (sodium hydroxide), Cl (hydrochloric acid), [OH-].[Na+] (sodium hydroxide), [OH-].[Na+] (sodium hydroxide), C(C(=O)C)(=O)O (pyruvic acid), Cl.NO (hydroxylamine hydrochloride salt). Procedure: After 1.0 g (4.92 mmol) of indole-3-pyruvic acid was added to and dissolved in 10 ml of aqueous saturated sodium carbonate solution, the resulting solution was adjusted to pH 12.55 using aqueous 25% sodium hydroxide solution. After 1.3 g (14.8 mmol) of pyruvic acid was added, the resulting solution was adjusted to pH 12.6 using aqueous 25% sodium hydroxide solution, for reaction at ambient temperature for 2 hours, to obtain a reaction solution containing 4-hydroxy-4-(3-indolylmethyl)-2-ketogluta... The product is OC(CC(C(=O)O)=NO)(C(=O)O)CC1=CNC2=CC=CC=C12 (4-hydroxy-4-(3-indolylmethyl)-2-hydroxyiminoglutaric acid). As a reaction SMILES: N1C2C(=CC=CC=2)C(CC(=O)C(O)=O)=C1.[OH-:16].[Na+].C(O)(=O)C(C)=O.[OH:24][C:25]([CH2:35][C:36]1[C:44]2[C:39](=[CH:40][CH:41]=[CH:42][CH:43]=2)[NH:38][CH:37]=1)([C:32]([OH:34])=[O:33])[CH2:26][C:27](=O)[C:28]([OH:30])=[O:29].Cl.[NH2:46]O.Cl>C(=O)([O-])[O-].[Na+].[Na+]>[OH:24][C:25]([CH2:35][C:36]1[C:44]2[C:39](=[CH:40][CH:41]=[CH:42][CH:43]=2)[NH:38][CH:37]=1)([C:32]([OH:34])=[O:33])[CH2:26][C:27](=[N:46][OH:16])[C:28]([OH:30])=[O:29] |f:1.2,5.6,8.9.10|. Run at time 4 hour. The solvent is C([O-])([O-])=O.[Na+].[Na+] (sodium carbonate). Starting materials: COC(=O)CBr, C#CC(C)O, Cl, [H-], [Na+], C1CCOC1. Yields the product C#CC(C)OCC(=O)OC. RXN SMILES: [Br:8][CH2:9][C:10](=[O:11])[O:12][CH3:13].[CH3:3][CH:4]([C:5]#[CH:6])[OH:7].[ClH:14].[H-:1].[Na+:2].[O:15]1[CH2:16][CH2:17][CH2:18][CH2:19]1>>[CH3:3][CH:4]([C:5]#[CH:6])[O:7][CH2:9][C:10](=[O:11])[O:12][CH3:13].